Dataset: the Open Reaction Database (ORD), a public repository of structured organic reaction records. Task: describe an organic reaction: reactants, conditions, products, and yield Starting materials: Br (HBr), NC1=C(C(=O)O)C=CC=C1Cl (2-amino-3-chlorobenzoic acid), BrBr (bromine). The solvent is C(Cl)(Cl)Cl (chloroform), C(Cl)(Cl)Cl (chloroform). Conditions: time 16 hour. The product is white powder, NC1=C(C(=O)O)C=C(C=C1Cl)Br (2-amino-5-bromo-3-chlorobenzoic acid). The yield is 87.0%. Reaction SMILES: [NH2:1][C:2]1[C:10]([Cl:11])=[CH:9][CH:8]=[CH:7][C:3]=1[C:4]([OH:6])=[O:5].[Br:12]Br.Br>C(Cl)(Cl)Cl>[NH2:1][C:2]1[C:10]([Cl:11])=[CH:9][C:8]([Br:12])=[CH:7][C:3]=1[C:4]([OH:6])=[O:5]. Procedure details: To a suspension of 2-amino-3-chlorobenzoic acid (2 g, 11.6 mmol) in chloroform (120 mL) was added dropwise bromine (1.1 equiv.) in chloroform (12 mL) solution. The mixture was stirred at room temperature for 16 hrs. The resulting white solid was collected by filtration and washed thoroughly with methylene chloride until the filtrate was colorless. The solid was air-dried to give 3.35 g of white powder as HBr salt of 2-amino-5-bromo-3-chlorobenzoic acid (87% yield). ES/MS m/z 250/252 (MH+). Starting materials: Cl (hydrochloric acid), C(CCCCCCCCCCCC)C=1C=C(NC1)C(=O)OC (methyl 4-tridecylpyrrole-2-carboxylate), C(C)O (ethanol), [OH-].[Na+] (sodium hydroxide). Run in O (water), O (water). The product is C(CCCCCCCCCCCC)C=1C=C(NC1)C(=O)O (4-tridecylpyrrole-2-carboxylic acid). The yield is 78.9%. RXN SMILES: [CH2:1]([C:14]1[CH:15]=[C:16]([C:19]([O:21]C)=[O:20])[NH:17][CH:18]=1)[CH2:2][CH2:3][CH2:4][CH2:5][CH2:6][CH2:7][CH2:8][CH2:9][CH2:10][CH2:11][CH2:12][CH3:13].C(O)C.[OH-].[Na+].Cl>O>[CH2:1]([C:14]1[CH:15]=[C:16]([C:19]([OH:21])=[O:20])[NH:17][CH:18]=1)[CH2:2][CH2:3][CH2:4][CH2:5][CH2:6][CH2:7][CH2:8][CH2:9][CH2:10][CH2:11][CH2:12][CH3:13] |f:2.3|. Procedure details: To 10.01 g (32.6 mmol) of methyl 4-tridecylpyrrole-2-carboxylate prepared in Example 32 were added 200 ml of ethanol, 80 ml of water and 5.5 g (131 mmol) of 95% sodium hydroxide and the resulting mixture was heated under reflux for 1 hour. After cooling, 100 ml of water was added thereto. The resulting mixture was acidified with hydrochloric acid and extracted with a mixed solvent of 400 ml of ethyl ether, 100 ml of ethyl acetate and 300 ml of tetrahydrofuran. An aqueous layer was extracted agai... The reactants are ClCCl, CN(C)C=O, CN(C)c1ccncc1, O=C(Cl)C(=O)Cl, CC(C)(C)[Si](C)(C)Oc1cc(Cl)cc(C(=O)O)c1, OCc1ccccc1. Product: CC(C)(C)[Si](C)(C)Oc1cc(Cl)cc(C(=O)OCc2ccccc2)c1. As a reaction SMILES: [CH2:33]([Cl:34])[Cl:35].[CH3:36][N:37]([CH3:38])[CH:39]=[O:40].[CH3:41][N:42]([c:43]1[cH:44][cH:45][n:46][cH:47][cH:48]1)[CH3:49].[Cl:19][C:20]([C:21]([Cl:22])=[O:23])=[O:24].[Cl:1][c:2]1[cH:3][c:4]([C:5](=[O:6])[OH:7])[cH:8][c:9]([O:11][Si:12]([CH3:13])([CH3:14])[C:15]([CH3:16])([CH3:17])[CH3:18])[cH:10]1.[OH:25][CH2:26][c:27]1[cH:28][cH:29][cH:30][cH:31][cH:32]1>>[Cl:1][c:2]1[cH:3][c:4]([C:5](=[O:6])[O:7][CH2:26][c:27]2[cH:28][cH:29][cH:30][cH:31][cH:32]2)[cH:8][c:9]([O:11][Si:12]([CH3:13])([CH3:14])[C:15]([CH3:16])([CH3:17])[CH3:18])[cH:10]1. Starting materials: NC1=NC(=CC(=N1)N1CCC2(C[C@H](NC2)C(=O)OCC)CC1)O[C@@H](C(F)(F)F)C1=C(C=C(C=C1)CN(C)C)N1N=C(C=C1)C ((S)-ethyl 8-(2-amino-6-((R)-1-(4-((dimethylamino)methyl)-2-(3-methyl-1H-pyrazol-1-yl)phenyl)-2,2,2-trifluoroethoxy)pyrimidin-4-yl)-2,8-diazaspiro[4.5]decane-3-carboxylate), [Li+].[OH-] (LiOH). Product: NC1=NC(=CC(=N1)N1CCC2(C[C@H](NC2)C(=O)O)CC1)O[C@@H](C(F)(F)F)C1=C(C=C(C=C1)CN(C)C)N1N=C(C=C1)C ((S)-8-(2-amino-6-((R)-1-(4-((dimethylamino)methyl)-2-(3-methyl-1H-pyrazol-1-yl)phenyl)-2,2,2-trifluoroethoxy)pyrimidin-4-yl)-2,8-diazaspiro[4.5]decane-3-carboxylic acid). Reaction SMILES: [NH2:1][C:2]1[N:7]=[C:6]([N:8]2[CH2:22][CH2:21][C:11]3([CH2:15][NH:14][C@H:13]([C:16]([O:18]CC)=[O:17])[CH2:12]3)[CH2:10][CH2:9]2)[CH:5]=[C:4]([O:23][C@H:24]([C:29]2[CH:34]=[CH:33][C:32]([CH2:35][N:36]([CH3:38])[CH3:37])=[CH:31][C:30]=2[N:39]2[CH:43]=[CH:42][C:41]([CH3:44])=[N:40]2)[C:25]([F:28])([F:27])[F:26])[N:3]=1.[Li+].[OH-]>>[NH2:1][C:2]1[N:7]=[C:6]([N:8]2[CH2:9][CH2:10][C:11]3([CH2:15][NH:14][C@H:13]([C:16]([OH:18])=[O:17])[CH2:12]3)[CH2:21][CH2:22]2)[CH:5]=[C:4]([O:23][C@H:24]([C:29]2[CH:34]=[CH:33][C:32]([CH2:35][N:36]([CH3:38])[CH3:37])=[CH:31][C:30]=2[N:39]2[CH:43]=[CH:42][C:41]([CH3:44])=[N:40]2)[C:25]([F:28])([F:27])[F:26])[N:3]=1 |f:1.2|. Procedure: Hydrolysis of (S)-ethyl 8-(2-amino-6-((R)-1-(4-((dimethylamino)methyl)-2-(3-methyl-1H-pyrazol-1-yl)phenyl)-2,2,2-trifluoroethoxy)pyrimidin-4-yl)-2,8-diazaspiro[4.5]decane-3-carboxylate using the LiOH general method provided the title compound as a white solid. Reactants: [N+](=O)([O-])C1=C(C(C(=O)OC)=CC=C1)C(=O)OC (Dimethyl 3-nitrophthalate), C[O-].[Na+] (sodium methoxide). Solvent: CN(P(N(C)C)(N(C)C)=O)C (hexamethylphosphoric triamide), O (water). Reaction conditions: time 44 hour. The product is C(=O)(OC)C1=C(C(=O)O)C=CC=C1OC (2-carbomethoxy-3-methoxybenzoic acid). Isolated yield 77.3%. Reaction SMILES: [N+]([C:4]1[CH:13]=[CH:12][CH:11]=[C:6]([C:7]([O:9]C)=[O:8])[C:5]=1[C:14]([O:16][CH3:17])=[O:15])([O-])=O.[CH3:18][O-:19].[Na+]>CN(C)P(=O)(N(C)C)N(C)C.O>[C:14]([C:5]1[C:4]([O:19][CH3:18])=[CH:13][CH:12]=[CH:11][C:6]=1[C:7]([OH:9])=[O:8])([O:16][CH3:17])=[O:15] |f:1.2|. Procedure details: Dimethyl 3-nitrophthalate (4.8 g, 20 mmol) was added to a cold solution of sodium methoxide (2.61 g, 48.3 mmol) in dry hexamethylphosphoric triamide (75 ml). The resulting dark solution was gradually brought to room temperature and the reaction mixture was stirred for 44 hrs. It was then diluted with water (125 ml) and extracted with benzene. (This extract contained a variable quantity of dimethyl 3-methoxyphthalate. The aqueous layer was acidified with hydrochloric acid and extracted with benze... Reactants: BrC=1C=C2C(=C(C=NC2=CC1)C(=O)C1CC1)N[C@@H]1CC[C@H](CC1)CNC(OC(C)(C)C)=O (tert-butyl {trans-4-[6-bromo-3-(cyclopropanecarbonyl)quinolin-4-ylamino]cyclohexyl}methylcarbamate), ClC1=C(C(=CC(=C1)B1OC(C(O1)(C)C)(C)C)F)O (2-chloro-6-fluoro-4-(4,4,5,5-tetramethyl-1,3,2-dioxaborolan-2-yl)phenol). Product: ClC=1C=C(C=C(C1O)F)C=1C=C2C(=C(C=NC2=CC1)C(=O)C1CC1)N[C@@H]1CC[C@H](CC1)CNC(OC(C)(C)C)=O (tert-Butyl {trans-4-[6-(3-chloro-5-fluoro-4-hydroxyphenyl)-3-(cyclopropanecarbonyl)quinolin-4-ylamino]cyclohexyl}methylcarbamate). The yield is 98.7%. Reaction SMILES: Br[C:2]1[CH:3]=[C:4]2[C:9](=[CH:10][CH:11]=1)[N:8]=[CH:7][C:6]([C:12]([CH:14]1[CH2:16][CH2:15]1)=[O:13])=[C:5]2[NH:17][C@H:18]1[CH2:23][CH2:22][C@H:21]([CH2:24][NH:25][C:26](=[O:32])[O:27][C:28]([CH3:31])([CH3:30])[CH3:29])[CH2:20][CH2:19]1.[Cl:33][C:34]1[CH:39]=[C:38](B2OC(C)(C)C(C)(C)O2)[CH:37]=[C:36]([F:49])[C:35]=1[OH:50]>>[Cl:33][C:34]1[CH:39]=[C:38]([C:2]2[CH:3]=[C:4]3[C:9](=[CH:10][CH:11]=2)[N:8]=[CH:7][C:6]([C:12]([CH:14]2[CH2:15][CH2:16]2)=[O:13])=[C:5]3[NH:17][C@H:18]2[CH2:19][CH2:20][C@H:21]([CH2:24][NH:25][C:26](=[O:32])[O:27][C:28]([CH3:29])([CH3:30])[CH3:31])[CH2:22][CH2:23]2)[CH:37]=[C:36]([F:49])[C:35]=1[OH:50]. Reported procedure: Following general procedure F, tert-butyl {trans-4-[6-bromo-3-(cyclopropanecarbonyl)quinolin-4-ylamino]cyclohexyl}methylcarbamate (62 mg, 0.123 mmol) was reacted with 2-chloro-6-fluoro-4-(4,4,5,5-tetramethyl-1,3,2-dioxaborolan-2-yl)phenol (50 mg, 0.185 mmol) to afford the crude product (69 mg) as a yellow-green solid. Starting materials: CN1CCOCC1, CN1CCCC1=O, CC(c1cc(C(=O)O)cc2c(=O)cc(N3CCOCC3)oc12)N(C)c1cc(F)cc(F)c1, OC1CCNCC1. Product: CC(c1cc(C(=O)N2CCC(O)CC2)cc2c(=O)cc(N3CCOCC3)oc12)N(C)c1cc(F)cc(F)c1. As a reaction SMILES: [CH3:33][N:34]1[CH2:35][CH2:36][O:37][CH2:38][CH2:39]1.[CH3:47][N:48]1[CH2:49][CH2:50][CH2:51][C:52]1=[O:53].[F:1][c:2]1[cH:3][c:4]([N:9]([CH:10]([CH3:11])[c:12]2[cH:13][c:14]([C:29](=[O:30])[OH:31])[cH:15][c:16]3[c:17](=[O:28])[cH:18][c:19]([N:22]4[CH2:23][CH2:24][O:25][CH2:26][CH2:27]4)[o:20][c:21]23)[CH3:32])[cH:5][c:6]([F:8])[cH:7]1.[NH:40]1[CH2:41][CH2:42][CH:43]([OH:46])[CH2:44][CH2:45]1>>[F:1][c:2]1[cH:3][c:4]([N:9]([CH:10]([CH3:11])[c:12]2[cH:13][c:14]([C:29](=[O:30])[N:40]3[CH2:41][CH2:42][CH:43]([OH:46])[CH2:44][CH2:45]3)[cH:15][c:16]3[c:17](=[O:28])[cH:18][c:19]([N:22]4[CH2:23][CH2:24][O:25][CH2:26][CH2:27]4)[o:20][c:21]23)[CH3:32])[cH:5][c:6]([F:8])[cH:7]1. Starting materials: C(=O)(N1C=NC=C1)N1C=NC=C1 (1,1′-Carbonyldiimidazole), C(C)(C)(C)OC(=O)NC(C(=O)O)(C)C (2-(tert-butoxycarbonylamino)-2-methylpropanoic acid), BrC=1C(=NC=C(N1)Br)N (3,5-dibromopyrazin-2-amine), C(C)(C)N(C(C)C)CC (N,N-Diisopropylethylamine). The solvent is CN(C=O)C (N,N-dimethylformamide), ClCCl (dichloromethane). Reaction conditions: time 3 hour. Yields the product BrC=1C(=NC=C(N1)Br)NC(C(C)(C)NC(OC(C)(C)C)=O)=O (tert-Butyl 1-(3,5-dibromopyrazin-2-ylamino)-2-methyl-1-oxopropan-2-ylcarbamate). The yield is 36.8%. RXN SMILES: C(N1C=CN=C1)(N1C=CN=C1)=O.[C:13]([O:17][C:18]([NH:20][C:21]([CH3:26])([CH3:25])[C:22]([OH:24])=O)=[O:19])([CH3:16])([CH3:15])[CH3:14].C(N(CC)C(C)C)(C)C.[Br:36][C:37]1[C:38]([NH2:44])=[N:39][CH:40]=[C:41]([Br:43])[N:42]=1>CN(C)C=O.ClCCl>[Br:36][C:37]1[C:38]([NH:44][C:22](=[O:24])[C:21]([NH:20][C:18](=[O:19])[O:17][C:13]([CH3:14])([CH3:15])[CH3:16])([CH3:26])[CH3:25])=[N:39][CH:40]=[C:41]([Br:43])[N:42]=1. Procedure: 1,1′-Carbonyldiimidazole (2.63 g, 16.24 mmol) was added to a stirred solution of 2-(tert-butoxycarbonylamino)-2-methylpropanoic acid (3.00 g, 14.76 mmol) in N,N-dimethylformamide (4 mL) and dichloromethane (8 mL) at room temperature. The resulting clear colorless mixture was stirred at room temperature under nitrogen for 3 h. N,N-Diisopropylethylamine (3.86 mL, 22.14 mmol) was added followed by 3,5-dibromopyrazin-2-amine (5.60 g, 22.14 mmol). The resulting mixture was heated at 50° C. under a re...